describe an organic reaction: reactants, conditions, products, and yield From a dataset of the Open Reaction Database (ORD), a public repository of structured organic reaction records. As a reaction SMILES: Br[CH2:2][C:3]1[C:4]([CH2:9]Br)=[CH:5][CH:6]=[CH:7][CH:8]=1.[CH3:11][CH:12]1[CH2:16][CH2:15][CH:14]([CH3:17])[C:13]1=[O:18].N1CCCC1.O>C(#N)C>[CH3:11][C:12]12[C:13](=[O:18])[C:14]([CH3:17])([CH2:15][CH2:16]1)[CH2:9][C:4]1[CH:5]=[CH:6][CH:7]=[CH:8][C:3]=1[CH2:2]2. Procedure details: α,α'-Dibromoxylene (30.3 g., 0.115 Mole) is dissolved in dry acetonitrile (250 ml.) and then, under nitrogen, the pyrrolidine enamine of 2,5-dimethylcyclopentanone (prepared from 2,5-dimethylcyclopentanone and pyrrolidine via the method of Stork) is added dropwise over one-half hour. The mixture is refluxed 2 days, cooled, water (100 ml.) is added; and the mixture is refluxed 1 hour, cooled, concentrated in vacuo, then extracted with ether (3×75 ml.). The combined extracts are washed with 10% HC... Reactants: pyrrolidine enamine, CC1C(C(CC1)C)=O (2,5-dimethylcyclopentanone), CC1C(C(CC1)C)=O (2,5-dimethylcyclopentanone), N1CCCC1 (pyrrolidine), BrCC=1C(=CC=CC1)CBr (α,α'-Dibromoxylene), O (water). Solvent: C(C)#N (acetonitrile). Yields the product CC12CC3=C(CC(CC1)(C2=O)C)C=CC=C3 (6,9-Dimethyl-5,6,7,8,9,10-hexahydro-6,9-methanobenzocycloocten-11-one). Reported procedure: (Carbomethoxymethylene)triphenylphospholane (0.17 g, 0.51 mmol) was added to toluene (4.0 mL) solution of methyl 2-bromo-6-(5-formylfuran-2-yl)-3,5-bis(methoxymethoxy)phenylacetate (0.11 g, 0.25 mmol) obtained in the step 3 in Example 265, and stirred at 60° C. for 4 h ours. The reaction solution was cooled to room temperature, and then concentrated under reduced pressure. The resulting residue was purified through silica gel column chromatography (n-hexane to ethyl acetate/n-hexane=1/2) to obta... Conditions: temperature 60 celsius, time 4 hour. Reactants: C(=O)(OC)C=C1C(P(CC1)C1=CC=CC=C1)(C1=CC=CC=C1)C1=CC=CC=C1 ((Carbomethoxymethylene)triphenylphospholane), BrC1=C(C(=C(C=C1OCOC)OCOC)C=1OC(=CC1)C=O)CC(=O)OC (methyl 2-bromo-6-(5-formylfuran-2-yl)-3,5-bis(methoxymethoxy)phenylacetate). Yield: 96.1%. The product is BrC=1C(=C(C(=CC1OCOC)OCOC)C1=CC=C(O1)C=CC(=O)OC)CC(=O)OC (methyl 3-{5-[3-bromo-2-(methoxycarbonylmethyl)-4,6-bis(methoxymethoxy)phenyl]furan-2-yl}acrylate). Solvent: C1(=CC=CC=C1)C (toluene). Reaction SMILES: [C:1]([CH:5]=C1CCP(C2C=CC=CC=2)C1(C1C=CC=CC=1)C1C=CC=CC=1)([O:3][CH3:4])=[O:2].[Br:29][C:30]1[C:35]([O:36][CH2:37][O:38][CH3:39])=[CH:34][C:33]([O:40][CH2:41][O:42][CH3:43])=[C:32]([C:44]2[O:45][C:46]([CH:49]=O)=[CH:47][CH:48]=2)[C:31]=1[CH2:51][C:52]([O:54][CH3:55])=[O:53]>C1(C)C=CC=CC=1>[Br:29][C:30]1[C:31]([CH2:51][C:52]([O:54][CH3:55])=[O:53])=[C:32]([C:44]2[O:45][C:46]([CH:49]=[CH:5][C:1]([O:3][CH3:4])=[O:2])=[CH:47][CH:48]=2)[C:33]([O:40][CH2:41][O:42][CH3:43])=[CH:34][C:35]=1[O:36][CH2:37][O:38][CH3:39].